From a dataset of the Open Reaction Database (ORD), a public repository of structured organic reaction records. describe an organic reaction: reactants, conditions, products, and yield Reactants: CC(=O)OCC(=O)Cl, CCN(C(C)C)C(C)C, OCCNCC1CCCCC1, ClCCl. The product is CC(=O)OCC(=O)N(CCO)CC1CCCCC1. As a reaction SMILES: [C:21]([CH3:22])(=[O:23])[O:24][CH2:25][C:26](=[O:27])[Cl:28].[CH:12]([N:13]([CH2:14][CH3:15])[CH:16]([CH3:17])[CH3:18])([CH3:19])[CH3:20].[CH:1]1([CH2:7][NH:8][CH2:9][CH2:10][OH:11])[CH2:2][CH2:3][CH2:4][CH2:5][CH2:6]1.[Cl:29][CH2:30][Cl:31]>>[CH:1]1([CH2:7][N:8]([CH2:9][CH2:10][OH:11])[C:26]([CH2:25][O:24][C:21]([CH3:22])=[O:23])=[O:27])[CH2:2][CH2:3][CH2:4][CH2:5][CH2:6]1.